Dataset: the Open Reaction Database (ORD), a public repository of structured organic reaction records. Task: describe an organic reaction: reactants, conditions, products, and yield The reactants are COC(C(CC(=C)C)C1=CC(=CC(=C1)OCC1=CC=CC=C1)OCC1=CC=CC=C1)=O (2-(3,5-bis-benzyloxyphenyl)-4-methyl-pent-4-enoic acid methyl ester), [OH-].[Na+] (NaOH). The reagents and catalysts are [Pd] (Pd/C). Run in CO (MeOH). Reaction conditions: time 1 hour. The product is COC(C(CC(=C)C)C1=CC(=CC(=C1)O)OCC1=CC=CC=C1)=O (2-(3-Benzyloxy-5-hydroxy-phenyl)-4-methyl-pent-4-enoic acid methyl ester). Yield: 67.1%. Reaction SMILES: [CH3:1][O:2][C:3](=[O:31])[CH:4]([C:9]1[CH:14]=[C:13]([O:15][CH2:16][C:17]2[CH:22]=[CH:21][CH:20]=[CH:19][CH:18]=2)[CH:12]=[C:11]([O:23]CC2C=CC=CC=2)[CH:10]=1)[CH2:5][C:6]([CH3:8])=[CH2:7].[OH-].[Na+]>CO.[Pd]>[CH3:1][O:2][C:3](=[O:31])[CH:4]([C:9]1[CH:10]=[C:11]([OH:23])[CH:12]=[C:13]([O:15][CH2:16][C:17]2[CH:22]=[CH:21][CH:20]=[CH:19][CH:18]=2)[CH:14]=1)[CH2:5][C:6]([CH3:8])=[CH2:7] |f:1.2|. Reported procedure: 10% Pd/C (Aldrich cat no 205699, 0.55 g) was added to a stirred solution of 2-(3,5-bis-benzyloxyphenyl)-4-methyl-pent-4-enoic acid methyl ester (14.1 g, 33.8 mmol) and NaOH (1.50 g, 37.5 mmol) in MeOH (180 mL) at room temperature. Stirring was continued for 1 h under H2 (1 atm.) then the mixture was filtered through Celite, concentrated in vacuo, suspended in water (100 mL) and adjusted to pH 2 with 1M HCl. The mixture was extracted with EtOAc (2×180 mL); the combined organic layer was washed wi... Reactants: Cl, CC(C)(C)OC(=O)N1CCC(CSc2ccccn2)CC1. Yields the product Cl, c1ccc(SCC2CCNCC2)nc1. Reaction SMILES: [ClH:22].[n:1]1[c:2]([S:7][CH2:8][CH:9]2[CH2:10][CH2:11][N:12]([C:15]([O:16][C:17]([CH3:18])([CH3:19])[CH3:20])=[O:21])[CH2:13][CH2:14]2)[cH:3][cH:4][cH:5][cH:6]1>>[ClH:22].[n:1]1[c:2]([S:7][CH2:8][CH:9]2[CH2:10][CH2:11][NH:12][CH2:13][CH2:14]2)[cH:3][cH:4][cH:5][cH:6]1.